Task: describe an organic reaction: reactants, conditions, products, and yield. Dataset: the Open Reaction Database (ORD), a public repository of structured organic reaction records Reactants: C(=O)(OC)COC1=CC=C(C=C1)CC(C)=O (1-(4-carbomethoxymethoxyphenyl)propan-2-one), OC(CN)C1=CC=CC=C1 (2-hydroxy-2-phenylethylamine). Yields the product C(=O)(OC)COC1=CC=C(C=C1)CC(C)NCC(C1=CC=CC=C1)O (N-[2-(4-Carbomethoxymethoxyphenyl)-1-methylethyl]-2-hydroxy-2-phenyl ethanamine). As a reaction SMILES: [C:1]([CH2:5][O:6][C:7]1[CH:12]=[CH:11][C:10]([CH2:13][C:14](=O)[CH3:15])=[CH:9][CH:8]=1)([O:3][CH3:4])=[O:2].[OH:17][CH:18]([C:21]1[CH:26]=[CH:25][CH:24]=[CH:23][CH:22]=1)[CH2:19][NH2:20]>>[C:1]([CH2:5][O:6][C:7]1[CH:12]=[CH:11][C:10]([CH2:13][CH:14]([NH:20][CH2:19][CH:18]([OH:17])[C:21]2[CH:26]=[CH:25][CH:24]=[CH:23][CH:22]=2)[CH3:15])=[CH:9][CH:8]=1)([O:3][CH3:4])=[O:2]. Reported procedure: The compound was prepared as in Example 1 from 1-(4-carbomethoxymethoxyphenyl)propan-2-one (4.1 g) and 2-hydroxy-2-phenylethylamine (2.53 g). The compound was purified initially by column chromatography on silica gel and crystallised as the hydrobromide salt from methanol/diethyl ether m.p. 147°-160° as a 90:10 mixture of diastereoisomers. The reactants are C(C)OC(=O)C=1N(C2=CC=C(C=C2C1)C(=O)O)CC(C)C (2-(ethoxycarbonyl)-1-isobutyl-1H-indole-5-carboxylic acid), ice water, C(C(=O)Cl)(=O)Cl (oxalyl chloride), [Cl-].[Al+3].[Cl-].[Cl-] (aluminum chloride), C(C(C)C)OC1=CC(=CC=C1)OCC(C)C (1,3-diisobutoxybenzene). Run in CN(C=O)C (N,N-dimethylformamide), C(Cl)Cl (methylene chloride), C(Cl)(Cl)Cl (chloroform). Conditions: time 1 hour. The product is C(C(C)C)OC1=C(C(=O)C=2C=C3C=C(N(C3=CC2)CC(C)C)C(=O)OCC)C=CC(=C1)OCC(C)C (ethyl 5-(2,4-diisobutoxybenzoyl)-1-isobutyl-1H-indole-2-carboxylate). Yield: 87.9%. As a reaction SMILES: [CH2:1]([O:3][C:4]([C:6]1[N:7]([CH2:18][CH:19]([CH3:21])[CH3:20])[C:8]2[C:13]([CH:14]=1)=[CH:12][C:11]([C:15]([OH:17])=O)=[CH:10][CH:9]=2)=[O:5])[CH3:2].C(Cl)(=O)C(Cl)=O.[Cl-].[Al+3].[Cl-].[Cl-].[CH2:32]([O:36][C:37]1[CH:42]=[CH:41][CH:40]=[C:39]([O:43][CH2:44][CH:45]([CH3:47])[CH3:46])[CH:38]=1)[CH:33]([CH3:35])[CH3:34]>C(Cl)Cl.C(Cl)(Cl)Cl.CN(C)C=O>[CH2:44]([O:43][C:39]1[CH:38]=[C:37]([O:36][CH2:32][CH:33]([CH3:35])[CH3:34])[CH:42]=[CH:41][C:40]=1[C:15]([C:11]1[CH:12]=[C:13]2[C:8](=[CH:9][CH:10]=1)[N:7]([CH2:18][CH:19]([CH3:21])[CH3:20])[C:6]([C:4]([O:3][CH2:1][CH3:2])=[O:5])=[CH:14]2)=[O:17])[CH:45]([CH3:47])[CH3:46] |f:2.3.4.5|. Reported procedure: In 3 ml of methylene chloride is dissolved 0.12 g of 2-(ethoxycarbonyl)-1-isobutyl-1H-indole-5-carboxylic acid, to which are successively added 50 μl of oxalyl chloride and 20 μl of N,N-dimethylformamide at ambient temperature. The mixture is stirred at ambient temperature for one hour. Then, at 5-10° C., 0.12 g of aluminum chloride and 0.13 g of 1,3-diisobutoxybenzene are successively added and stirred at the same temperature as above for 30 minutes. The reaction mixture is added to a mixture o... Reactants: CC(C)(C)OC(=O)NN, CCN=C=NCCCN(C)C, ClCCl, Cl, O=C(O)C1CCCN(C(=O)c2ccc(F)cc2)C1, On1nnc2ccccc21. Yields the product CC(C)(C)OC(=O)NNC(=O)C1CCCN(C(=O)c2ccc(F)cc2)C1. Reaction SMILES: [C:19]([CH3:20])([CH3:21])([CH3:22])[O:23][C:24](=[O:25])[NH:26][NH2:27].[CH3:38][CH2:39][N:40]=[C:41]=[N:42][CH2:43][CH2:44][CH2:45][N:46]([CH3:47])[CH3:48].[Cl:50][CH2:51][Cl:52].[ClH:49].[F:1][c:2]1[cH:3][cH:4][c:5]([C:6](=[O:7])[N:8]2[CH2:9][CH:10]([C:14](=[O:15])[OH:16])[CH2:11][CH2:12][CH2:13]2)[cH:17][cH:18]1.[OH:28][n:29]1[c:30]2[c:31]([cH:32][cH:33][cH:34][cH:35]2)[n:36][n:37]1>>[F:1][c:2]1[cH:3][cH:4][c:5]([C:6](=[O:7])[N:8]2[CH2:9][CH:10]([C:14](=[O:16])[NH:27][NH:26][C:24]([O:23][C:19]([CH3:20])([CH3:21])[CH3:22])=[O:25])[CH2:11][CH2:12][CH2:13]2)[cH:17][cH:18]1. The reactants are CS(C)=O, NC1CCC(N)CC1, Fc1cc(-c2nc(NCC3CCOCC3)ccc2Cl)c(F)cn1. Product: NC1CCC(Nc2cc(-c3nc(NCC4CCOCC4)ccc3Cl)c(F)cn2)CC1. RXN SMILES: [CH3:32][S:33]([CH3:34])=[O:35].[CH:24]1([NH2:31])[CH2:25][CH2:26][CH:27]([NH2:30])[CH2:28][CH2:29]1.[Cl:1][c:2]1[c:3](-[c:16]2[cH:17][c:18]([F:23])[n:19][cH:20][c:21]2[F:22])[n:4][c:5]([NH:8][CH2:9][CH:10]2[CH2:11][CH2:12][O:13][CH2:14][CH2:15]2)[cH:6][cH:7]1>>[Cl:1][c:2]1[c:3](-[c:16]2[cH:17][c:18]([NH:31][CH:24]3[CH2:25][CH2:26][CH:27]([NH2:30])[CH2:28][CH2:29]3)[n:19][cH:20][c:21]2[F:22])[n:4][c:5]([NH:8][CH2:9][CH:10]2[CH2:11][CH2:12][O:13][CH2:14][CH2:15]2)[cH:6][cH:7]1. Starting materials: COC(=O)c1ccnc(C#Cc2c(-c3ccccc3)noc2C)c1, C[Al](C)C, [Mg+2], Cc1csc(N)n1, O=S(=O)([O-])[O-], C1COCCO1, O. Yields the product Cc1csc(NC(=O)c2ccnc(C#Cc3c(-c4ccccc4)noc3C)c2)n1. As a reaction SMILES: [CH3:12][O:13][C:14]([c:15]1[cH:16][c:17]([C:21]#[C:22][c:23]2[c:24](-[c:29]3[cH:30][cH:31][cH:32][cH:33][cH:34]3)[n:25][o:26][c:27]2[CH3:28])[n:18][cH:19][cH:20]1)=[O:35].[CH3:8][Al:9]([CH3:10])[CH3:11].[Mg+2:36].[NH2:1][c:2]1[s:3][cH:4][c:5]([CH3:7])[n:6]1.[O-:37][S:38](=[O:39])(=[O:40])[O-:41].[O:42]1[CH2:43][CH2:44][O:45][CH2:46][CH2:47]1.[OH2:48]>>[NH:1]([c:2]1[s:3][cH:4][c:5]([CH3:7])[n:6]1)[C:14](=[O:13])[c:15]1[cH:16][c:17]([C:21]#[C:22][c:23]2[c:24](-[c:29]3[cH:30][cH:31][cH:32][cH:33][cH:34]3)[n:25][o:26][c:27]2[CH3:28])[n:18][cH:19][cH:20]1. Reactants: ClC1=NC=NC(=C1)Cl (4,6-dichloropyrimidine), O (water), [H-].[Na+] (sodium hydride), N1C=NC=C1 (imidazole). Solvent: CN(C)C=O (DMF), CN(C)C=O (DMF). Conditions: time 2 hour. The product is ClC1=NC=NC(=C1)N1C=NC=C1 (4-chloro-6-(imidazol-1-yl)pyrimidine). As a reaction SMILES: [H-].[Na+].[NH:3]1[CH:7]=[CH:6][N:5]=[CH:4]1.[Cl:8][C:9]1[CH:14]=[C:13](Cl)[N:12]=[CH:11][N:10]=1.O>CN(C=O)C>[Cl:8][C:9]1[CH:14]=[C:13]([N:3]2[CH:7]=[CH:6][N:5]=[CH:4]2)[N:12]=[CH:11][N:10]=1 |f:0.1|. Reported procedure: To a stirred suspension of sodium hydride (0.65 g, 55% dispersion in oil, pre-washed with petrol) in dry DMF (5 ml) at 10°-15° C. under nitrogen, was added a solution of imidazole (1.02 g, 15 mmol) over five minutes. The reaction mixture effervesced and an exotherm took place. After stirring for 11/2 hours at room temperature, the cloudy solution was added drop-wise over one hour to a solution of 4,6-dichloropyrimidine in dry DMF (10 ml) at 0° C. for one hour, added to water and then extracted w... The reactants are FC=1C=CC=2N(C1)C(=C(N2)C2=CC=C(C=C2)F)CC=2N(C=CN2)C (6-fluoro-2-(4-fluorophenyl)-3-((1-methyl-1H-imidazol-2-yl)methyl)imidazo[1,2-a]pyridine), ClC1=CC=C(C=C1)C=1N=C2N(C=CC=C2)C1C=O (2-(4-chlorophenyl)imidazo[1,2-a]pyridine-3-carbaldehyde), CN1N=CN=C1 (1-methyl-1H-1,2,4-triazole). The product is ClC1=CC=C(C=C1)C=1N=C2N(C=CC=C2)C1CC1=NC=NN1C (2-(4-Chlorophenyl)-3-((1-methyl-1H-1,2,4-triazol-5-yl)methyl)imidazo[1,2-a]pyridine). The yield is 89.0%. RXN SMILES: FC1C=CC2N(C(CC3N(C)C=CN=3)=C(C3C=CC(F)=CC=3)N=2)C=1.[Cl:25][C:26]1[CH:31]=[CH:30][C:29]([C:32]2[N:33]=[C:34]3[CH:39]=[CH:38][CH:37]=[CH:36][N:35]3[C:40]=2[CH:41]=O)=[CH:28][CH:27]=1.[CH3:43][N:44]1[CH:48]=[N:47][CH:46]=[N:45]1>>[Cl:25][C:26]1[CH:31]=[CH:30][C:29]([C:32]2[N:33]=[C:34]3[CH:39]=[CH:38][CH:37]=[CH:36][N:35]3[C:40]=2[CH2:41][C:48]2[N:44]([CH3:43])[N:45]=[CH:46][N:47]=2)=[CH:28][CH:27]=1. Reported procedure: The title compound was prepared according to Method C and the experimentals described for compound 199 from 2-(4-chlorophenyl)imidazo[1,2-a]pyridine-3-carbaldehyde and 1-methyl-1H-1,2,4-triazole. (0.22 g, 89% yield). M/e+ 324.1 for C17H14ClN5 (M+H)+; 1H-NMR (300 MHz, DMSO-d6, δ) 8.26 (d, J=6.9 Hz, 1H), 7.74-7.70 (m, 3H), 7.65-7.61 (m, 1H), 7.54-7.51 (m, 2H), 7.33-7.28 (m, 1H), 6.93 (td, J=6.8, 1.2 Hz, 1H), 4.68 (s, 2H), 3.87 (s, 3H). Procedure details: To a solution of N-(3-(3-(4-(bis(2-chloroethyl)amino)phenyl)ureido)phenyl)-2-chloroacetamide (0.88 g, 2 mmol) in THF (50 mL) was added dropwise dimethylamine (2M solution in THF) (2 mL, 4.0 mmol). The reaction mixture was heated at 50-60° C. for overnight. After cooling the mixture, the solvent was removed by evaporation under reduced pressure. The residue obtained was triturated with saturated aqueous solution of NaHCO3. The solid product was collected by filtration, washed successively with wa... As a reaction SMILES: [Cl:1][CH2:2][CH2:3][N:4]([CH2:26][CH2:27][Cl:28])[C:5]1[CH:10]=[CH:9][C:8]([NH:11][C:12](=[O:25])[NH:13][C:14]2[CH:15]=[C:16]([NH:20][C:21](=[O:24])[CH2:22]Cl)[CH:17]=[CH:18][CH:19]=2)=[CH:7][CH:6]=1.[CH3:29][NH:30][CH3:31]>C1COCC1>[Cl:28][CH2:27][CH2:26][N:4]([CH2:3][CH2:2][Cl:1])[C:5]1[CH:6]=[CH:7][C:8]([NH:11][C:12](=[O:25])[NH:13][C:14]2[CH:15]=[C:16]([NH:20][C:21](=[O:24])[CH2:22][N:30]([CH3:31])[CH3:29])[CH:17]=[CH:18][CH:19]=2)=[CH:9][CH:10]=1. Reactants: ClCCN(C1=CC=C(C=C1)NC(NC=1C=C(C=CC1)NC(CCl)=O)=O)CCCl (N-(3-(3-(4-(bis(2-chloroethyl)amino)phenyl)ureido)phenyl)-2-chloroacetamide), CNC (dimethylamine). Conditions: temperature 55 celsius. Yields the product ClCCN(C1=CC=C(C=C1)NC(NC=1C=C(C=CC1)NC(CN(C)C)=O)=O)CCCl (N-(3-(3-(4-(bis(2-chloroethyl)amino)phenyl)ureido)phenyl)-2-(dimethyl-amino)acetamide). The solvent is C1CCOC1 (THF). Reactants: BrC=1C=C(C(N(C1)C)=O)NC1=NN(N=C1)C(F)F (5-Bromo-3-(2-(difluoromethyl)-2H-1,2,3-triazol-4-ylamino)-1-methylpyridin-2(1H)-one), C(C)(=O)OCC=1C(=NC=CC1B1OC(C(O1)(C)C)(C)C)N1C(C2=C(C=C(C=C2C=N1)C(C)(C)C)F)=O ((2-(6-tert-butyl-8-fluoro-1-oxophthalazin-2(1H)-yl)-4-(4,4,5,5-tetramethyl-1,3,2-dioxaborolan-2-yl)pyridin-3-yl)methyl acetate). The product is C(C)(=O)OCC=1C(=NC=CC1C1=CN(C(C(=C1)NC1=NN(N=C1)C(F)F)=O)C)N1C(C2=C(C=C(C=C2C=N1)C(C)(C)C)F)=O ((2-(6-tert-Butyl-8-fluoro-1-oxophthalazin-2(1H)-yl)-4-(5-(2-(difluoromethyl)-2H-1,2,3-triazol-4-ylamino)-1-methyl-6-oxo-1,6-dihydropyridin-3-yl)pyridin-3-yl)methyl Acetate). Yield: 32.1%. As a reaction SMILES: Br[C:2]1[CH:3]=[C:4]([NH:10][C:11]2[CH:15]=[N:14][N:13]([CH:16]([F:18])[F:17])[N:12]=2)[C:5](=[O:9])[N:6]([CH3:8])[CH:7]=1.[C:19]([O:22][CH2:23][C:24]1[C:25]([N:39]2[N:48]=[CH:47][C:46]3[C:41](=[C:42]([F:53])[CH:43]=[C:44]([C:49]([CH3:52])([CH3:51])[CH3:50])[CH:45]=3)[C:40]2=[O:54])=[N:26][CH:27]=[CH:28][C:29]=1B1OC(C)(C)C(C)(C)O1)(=[O:21])[CH3:20]>>[C:19]([O:22][CH2:23][C:24]1[C:25]([N:39]2[N:48]=[CH:47][C:46]3[C:41](=[C:42]([F:53])[CH:43]=[C:44]([C:49]([CH3:51])([CH3:50])[CH3:52])[CH:45]=3)[C:40]2=[O:54])=[N:26][CH:27]=[CH:28][C:29]=1[C:2]1[CH:3]=[C:4]([NH:10][C:11]2[CH:15]=[N:14][N:13]([CH:16]([F:18])[F:17])[N:12]=2)[C:5](=[O:9])[N:6]([CH3:8])[CH:7]=1)(=[O:21])[CH3:20]. Reported procedure: Following the procedure of Example 152c, and starting with 159c (150 mg, 0.46 mmol, 1.0 eq.) and 3-(acetoxymethyl)-2-(6-tert-butyl-8-fluoro-1-oxophthalazin-2(1H)-yl)pyridin-4-ylboronic acid (116c) (285 mg, 0.69 mmol, 1.5 eq.) afforded 159d as a yellow solid (90 mg, 32%). MS-ESI:[M+H]+ 609.3